Dataset: the Open Reaction Database (ORD), a public repository of structured organic reaction records. Task: describe an organic reaction: reactants, conditions, products, and yield Reactants: ClCCl, CC(=O)Nc1ccnn1-c1c(F)c(F)c(C(F)(F)F)c(F)c1F, O=S(=O)(Cl)Cl. The product is CC(=O)Nc1c(Cl)cnn1-c1c(F)c(F)c(C(F)(F)F)c(F)c1F. As a reaction SMILES: [CH2:29]([Cl:30])[Cl:31].[F:1][c:2]1[c:3](-[n:15]2[n:16][cH:17][cH:18][c:19]2[NH:20][C:21](=[O:22])[CH3:23])[c:4]([F:14])[c:5]([F:13])[c:6]([C:9]([F:10])([F:11])[F:12])[c:7]1[F:8].[S:24]([Cl:25])(=[O:26])([Cl:27])=[O:28]>>[F:1][c:2]1[c:3](-[n:15]2[n:16][cH:17][c:18]([Cl:27])[c:19]2[NH:20][C:21](=[O:22])[CH3:23])[c:4]([F:14])[c:5]([F:13])[c:6]([C:9]([F:10])([F:11])[F:12])[c:7]1[F:8].